Dataset: the Open Reaction Database (ORD), a public repository of structured organic reaction records. Task: describe an organic reaction: reactants, conditions, products, and yield Reactants: C(C)N1C=C(C(C2=CC(=C(C=C12)F)F)=O)C(=O)O (1-ethyl-6,7-difluoro-1,4-dihydro-4-oxo-3-quinolinecarboxylic acid), N1CCSCC1 (thiomorpholine), C(C)#N (acetonitrile). Solvent: CN(C=O)C (N,N-dimethylformamide). Product: C(C)N1C=C(C(C2=CC(=C(C=C12)N1CCSCC1)F)=O)C(=O)O (1-ethyl-6-fluoro-1,4-dihydro-4-oxo-7-(4-thiomorpholinyl)-3-quinolinecarboxylic acid). Yield: 65.8%. RXN SMILES: [CH2:1]([N:3]1[C:12]2[C:7](=[CH:8][C:9]([F:14])=[C:10](F)[CH:11]=2)[C:6](=[O:15])[C:5]([C:16]([OH:18])=[O:17])=[CH:4]1)[CH3:2].[NH:19]1[CH2:24][CH2:23][S:22][CH2:21][CH2:20]1.C(#N)C>CN(C)C=O>[CH2:1]([N:3]1[C:12]2[C:7](=[CH:8][C:9]([F:14])=[C:10]([N:19]3[CH2:24][CH2:23][S:22][CH2:21][CH2:20]3)[CH:11]=2)[C:6](=[O:15])[C:5]([C:16]([OH:18])=[O:17])=[CH:4]1)[CH3:2]. Procedure: A solution of 1.35 g (5.33 mmol) of 1-ethyl-6,7-difluoro-1,4-dihydro-4-oxo-3-quinolinecarboxylic acid, 1.34 ml (13.3 mmol) of thiomorpholine, 40 ml of acetonitrile, and 20 ml of N,N-dimethylformamide was heated under reflux for 21 hours. The reaction mixture was cooled to room temperature and the solid was collected by filtration, washed with water and acetonitrile, and dried to give 1.18 g of 1-ethyl-6-fluoro-1,4-dihydro-4-oxo-7-(4-thiomorpholinyl)-3-quinolinecarboxylic acid, mp 254°-6°. Reactants: CC1(C)C(=O)N(Br)C(=O)N1Br, CC(CCCO[Si](C)(C)C(C)(C)C)C1CCC2C3CC=C4C(C)(C)C(O[Si](C)(C)C(C)(C)C)CCC4(C)C3CCC12C, CCCCCC, c1ccccc1. The product is CC(CCCO[Si](C)(C)C(C)(C)C)C1CCC2C3=CC=C4C(C)(C)C(O[Si](C)(C)C(C)(C)C)CCC4(C)C3CCC21C. RXN SMILES: [Br:43][N:44]1[C:45]([CH3:46])([CH3:47])[C:48](=[O:49])[N:50]([Br:51])[C:52]1=[O:53].[C:1]([CH3:2])([CH3:3])([CH3:4])[Si:5]([O:6][CH:7]1[C:8]([CH3:39])([CH3:40])[C:9]2=[CH:10][CH2:11][CH:12]3[CH:13]4[CH2:14][CH2:15][CH:16]([CH:17]([CH2:18][CH2:19][CH2:20][O:21][Si:22]([CH3:23])([CH3:24])[C:25]([CH3:26])([CH3:27])[CH3:28])[CH3:29])[C:30]4([CH3:38])[CH2:31][CH2:32][CH:33]3[C:34]2([CH3:37])[CH2:35][CH2:36]1)([CH3:41])[CH3:42].[CH3:54][CH2:55][CH2:56][CH2:57][CH2:58][CH3:59].[cH:60]1[cH:61][cH:62][cH:63][cH:64][cH:65]1>>[C:1]([CH3:2])([CH3:3])([CH3:4])[Si:5]([O:6][CH:7]1[C:8]([CH3:39])([CH3:40])[C:9]2=[CH:10][CH:11]=[C:12]3[CH:13]4[CH2:14][CH2:15][CH:16]([CH:17]([CH2:18][CH2:19][CH2:20][O:21][Si:22]([CH3:23])([CH3:24])[C:25]([CH3:26])([CH3:27])[CH3:28])[CH3:29])[C:30]4([CH3:38])[CH2:31][CH2:32][CH:33]3[C:34]2([CH3:37])[CH2:35][CH2:36]1)([CH3:41])[CH3:42]. The reactants are O=C([O-])[O-], Cn1c(C(=O)c2ccc(Oc3ncccc3C#C[Si](C)(C)C)cc2)nc2ccccc21, CO, [K+], [K+]. Yields the product C#Cc1cccnc1Oc1ccc(C(=O)c2nc3ccccc3n2C)cc1. RXN SMILES: [C:32](=[O:33])([O-:34])[O-:35].[CH3:1][n:2]1[c:3]([C:11](=[O:12])[c:13]2[cH:14][cH:15][c:16]([O:19][c:20]3[n:21][cH:22][cH:23][cH:24][c:25]3[C:26]#[C:27][Si:28]([CH3:29])([CH3:30])[CH3:31])[cH:17][cH:18]2)[n:4][c:5]2[c:6]1[cH:7][cH:8][cH:9][cH:10]2.[CH3:38][OH:39].[K+:36].[K+:37]>>[CH3:1][n:2]1[c:3]([C:11](=[O:12])[c:13]2[cH:14][cH:15][c:16]([O:19][c:20]3[n:21][cH:22][cH:23][cH:24][c:25]3[C:26]#[CH:27])[cH:17][cH:18]2)[n:4][c:5]2[c:6]1[cH:7][cH:8][cH:9][cH:10]2. The reactants are C([O-])([O-])=O.[K+].[K+] (potassium carbonate), C(#N)[BH3-].[Na+] (Sodium cyanoborohydride), C(C)(=O)O (acetic acid), CON=CCCCN1C(=NC=2C=NC=3C=CC=CC3C21)CCC (4-(2-propyl-1H-imidazo[4,5-c]quinolin-1-yl)butyraldehyde O-methyloxime), crude material. The solvent is O (water), ClCCl (dichloromethane), C(C)O (ethanol). Run at temperature 100 celsius, time 2 hour. Product: CONCCCCN1C(=NC=2C=NC=3C=CC=CC3C21)CCC (O-methyl-N-[4-(2-propyl-1H-imidazo[4,5-c]quinolin-1-yl)butyl]hydroxylamine). As a reaction SMILES: C([BH3-])#N.[Na+].C(O)(=O)C.[CH3:9][O:10][N:11]=[CH:12][CH2:13][CH2:14][CH2:15][N:16]1[C:28]2[C:27]3[CH:26]=[CH:25][CH:24]=[CH:23][C:22]=3[N:21]=[CH:20][C:19]=2[N:18]=[C:17]1[CH2:29][CH2:30][CH3:31].C(=O)([O-])[O-].[K+].[K+]>C(O)C.O.ClCCl>[CH3:9][O:10][NH:11][CH2:12][CH2:13][CH2:14][CH2:15][N:16]1[C:28]2[C:27]3[CH:26]=[CH:25][CH:24]=[CH:23][C:22]=3[N:21]=[CH:20][C:19]=2[N:18]=[C:17]1[CH2:29][CH2:30][CH3:31] |f:0.1,4.5.6|. Procedure: Sodium cyanoborohydride (0.22 g, 3.5 mmol) and acetic acid (2 mL) were added to 4-(2-propyl-1H-imidazo[4,5-c]quinolin-1-yl)butyraldehyde O-methyloxime in ethanol (6 mL) and stirred for 2 hours. The pH of the reaction mixture was made basic with potassium carbonate and the reaction mixture was diluted with water (5 mL) and dichloromethane (50 mL). The layers were separated, and the organic layer was dried over potassium carbonate, filtered, and concentrated under reduced pressure to afford 0.62 g... Starting materials: COC(CCC1=CC(=C(C(=C1)C)C1=NC2=C(N1)C=C(C=C2)C=2OC(=NN2)C2=CC=C(C=C2)OC)C)=O (3-(4-{6-[5-(4-Methoxyphenyl)-[1,3,4]oxadiazol-2-yl]-1H-benzoimidazol-2-yl}-3,5-dimethylphenyl)-propionic acid methyl ester), [OH-].[Na+] (NaOH), Cl (HCl). Solvent: CO (MeOH). Reaction conditions: time 2 hour. Yields the product COC1=CC=C(C=C1)C1=NN=C(O1)C=1C=CC2=C(NC(=N2)C2=C(C=C(C=C2C)CCC(=O)O)C)C1 (3-(4-{6-[5-(4-Methoxyphenyl)-[1,3,4]oxadiazol-2-yl]-1H-benzoimidazol-2-yl}-3,5-dimethylphenyl)-propionic acid). Reaction SMILES: C[O:2][C:3](=[O:36])[CH2:4][CH2:5][C:6]1[CH:11]=[C:10]([CH3:12])[C:9]([C:13]2[NH:17][C:16]3[CH:18]=[C:19]([C:22]4[O:23][C:24]([C:27]5[CH:32]=[CH:31][C:30]([O:33][CH3:34])=[CH:29][CH:28]=5)=[N:25][N:26]=4)[CH:20]=[CH:21][C:15]=3[N:14]=2)=[C:8]([CH3:35])[CH:7]=1.[OH-].[Na+].Cl>CO>[CH3:34][O:33][C:30]1[CH:31]=[CH:32][C:27]([C:24]2[O:23][C:22]([C:19]3[CH:20]=[CH:21][C:15]4[N:14]=[C:13]([C:9]5[C:8]([CH3:35])=[CH:7][C:6]([CH2:5][CH2:4][C:3]([OH:36])=[O:2])=[CH:11][C:10]=5[CH3:12])[NH:17][C:16]=4[CH:18]=3)=[N:26][N:25]=2)=[CH:28][CH:29]=1 |f:1.2|. Reported procedure: To a solution of 3-(4-{6-[5-(4-Methoxyphenyl)-[1,3,4]oxadiazol-2-yl]-1H-benzoimidazol-2-yl}-3,5-dimethylphenyl)-propionic acid methyl ester in MeOH (10 mL) was added 1N NaOH (10 mL). The mixture was stirred at RT for 2 h then the resulting solution was carefully acidified to pH 3-4 with 1N HCl. The resulting precipitate was filtered, washed with water and was dried under reduced pressure to give the title compound. MS: m/z 469.1 (M+1). H1-NMR (MeOD): δ 8.40 (s, broad, 1H), 8.15-8.08 (m, 3H), 7.8... Reactants: C(C)(C)(C)OC(=O)N1[C@H](C[C@H](C1)OC)C(NC1=C(C=C(C=C1)N1N=C(C=C1)C)F)=O ((2R,4R)-2-[2-Fluoro-4-(3-methyl-pyrazol-1-yl)-phenylcarbamoyl]-4-methoxy-pyrrolidine-1-carboxylic acid tert-butyl ester). The solvent is C(=O)(C(F)(F)F)O (TFA), ClCCl (dichloromethane). Run at time 2 hour. Product: FC1=C(C=CC(=C1)N1N=C(C=C1)C)NC(=O)[C@@H]1NC[C@@H](C1)OC ((2R, 4R)-4-Methoxy-pyrrolidine-2-carboxylic acid [2-fluoro-4-(3-methyl-pyrazol-1-yl)-phenyl]-amide). The yield is 99.1%. As a reaction SMILES: C(OC([N:8]1[CH2:12][C@H:11]([O:13][CH3:14])[CH2:10][C@@H:9]1[C:15](=[O:30])[NH:16][C:17]1[CH:22]=[CH:21][C:20]([N:23]2[CH:27]=[CH:26][C:25]([CH3:28])=[N:24]2)=[CH:19][C:18]=1[F:29])=O)(C)(C)C>C(O)(C(F)(F)F)=O.ClCCl>[F:29][C:18]1[CH:19]=[C:20]([N:23]2[CH:27]=[CH:26][C:25]([CH3:28])=[N:24]2)[CH:21]=[CH:22][C:17]=1[NH:16][C:15]([C@H:9]1[CH2:10][C@@H:11]([O:13][CH3:14])[CH2:12][NH:8]1)=[O:30]. Procedure details: Boc-amine 3 (˜0.6 g, 1.427 mmol) was dissolved in 25% TFA in dichloromethane. The mixture was stirred at ambient temperature for 2 h. The solvents were removed and the residue dried under vacuum to give 4 as a tan oil (˜0.450 g).